From a dataset of the Open Reaction Database (ORD), a public repository of structured organic reaction records. describe an organic reaction: reactants, conditions, products, and yield Starting materials: B, C1CCOC1, CC(C)(C)OC(=O)N1CCCC(C(=O)Nc2ccccc2)C1. Product: CC(C)(C)OC(=O)N1CCCC(CNc2ccccc2)C1. As a reaction SMILES: [BH3:23].[CH2:24]1[O:25][CH2:26][CH2:27][CH2:28]1.[c:1]1([NH:7][C:8](=[O:9])[CH:10]2[CH2:11][N:12]([C:16](=[O:17])[O:18][C:19]([CH3:20])([CH3:21])[CH3:22])[CH2:13][CH2:14][CH2:15]2)[cH:2][cH:3][cH:4][cH:5][cH:6]1>>[c:1]1([NH:7][CH2:8][CH:10]2[CH2:11][N:12]([C:16](=[O:17])[O:18][C:19]([CH3:20])([CH3:21])[CH3:22])[CH2:13][CH2:14][CH2:15]2)[cH:2][cH:3][cH:4][cH:5][cH:6]1. The reactants are [N+](=O)([O-])C=1C=C(C=CC1)CC(=O)N[C@@H](C)C(=O)O (N-(3-nitrophenylacetyl)-L-alanine), solid, C(C)OC([C@@H](N)CC1=CC=C(C=C1)O)=O (L-tyrosine ethyl ester). Run in CCOC(=O)C (EtOAc). Yields the product C(C)OC([C@@H](NC([C@@H](NC(CC1=CC(=CC=C1)[N+](=O)[O-])=O)C)=O)CC1=CC=C(C=C1)O)=O (N-[N-(3-Nitrophenylacetyl)-L-alaninyl]-L-tyrosine Ethyl Ester). RXN SMILES: [N+:1]([C:4]1[CH:5]=[C:6]([CH2:10][C:11]([NH:13][C@H:14]([C:16]([OH:18])=O)[CH3:15])=[O:12])[CH:7]=[CH:8][CH:9]=1)([O-:3])=[O:2].[CH2:19]([O:21][C:22](=[O:33])[C@H:23]([CH2:25][C:26]1[CH:31]=[CH:30][C:29]([OH:32])=[CH:28][CH:27]=1)[NH2:24])[CH3:20]>CCOC(C)=O>[CH2:19]([O:21][C:22](=[O:33])[C@H:23]([CH2:25][C:26]1[CH:27]=[CH:28][C:29]([OH:32])=[CH:30][CH:31]=1)[NH:24][C:16](=[O:18])[C@H:14]([CH3:15])[NH:13][C:11](=[O:12])[CH2:10][C:6]1[CH:7]=[CH:8][CH:9]=[C:4]([N+:1]([O-:3])=[O:2])[CH:5]=1)[CH3:20]. Procedure details: Following General Procedure C and using N-(3-nitrophenylacetyl)-L-alanine (prepared from 3-nitrophenylacetic acid (Aldrich) and L-alanine ethyl ester hydrochloride (Sigma) using General Procedure C, followed by hydrolysis using General Procedure AF) and L-tyrosine ethyl ester (Sigma), the title compound was prepared as a solid (mp=117-119° C.). The reaction was monitored by tlc (Rf=0.5 in EtOAc) and the product was purified by silica gel chromatography using EtOAc as the eluent. Starting materials: C1CCOC1, [Li]CCCC, Fc1cc(Cl)ccc1I, CCOC(=O)C(F)(F)F. Yields the product O=C(c1ccc(Cl)cc1F)C(F)(F)F. Reaction SMILES: [CH2:24]1[O:25][CH2:26][CH2:27][CH2:28]1.[CH3:1][CH2:2][CH2:3][CH2:4][Li:5].[Cl:6][c:7]1[cH:8][c:9]([F:14])[c:10]([I:13])[cH:11][cH:12]1.[F:15][C:16]([C:17](=[O:18])[O:19][CH2:20][CH3:21])([F:22])[F:23]>>[Cl:6][c:7]1[cH:8][c:9]([F:14])[c:10]([C:17]([C:16]([F:15])([F:22])[F:23])=[O:18])[cH:11][cH:12]1. Starting materials: CC(C)=O, ClC(Cl)Cl, CC(C)n1nc(-c2nc(Br)c(N)nc2-c2ccccc2)ccc1=O, CC(=O)NCCN, O. Yields the product CC(=O)NCCNc1nc(-c2ccc(=O)n(C(C)C)n2)c(-c2ccccc2)nc1N. Reaction SMILES: [CH3:37][C:38](=[O:39])[CH3:40].[Cl:33][CH:34]([Cl:35])[Cl:36].[NH2:1][c:2]1[n:3][c:4](-[c:19]2[cH:20][cH:21][cH:22][cH:23][cH:24]2)[c:5](-[c:9]2[cH:10][cH:11][c:12](=[O:18])[n:13]([CH:15]([CH3:16])[CH3:17])[n:14]2)[n:6][c:7]1[Br:8].[NH2:25][CH2:26][CH2:27][NH:28][C:29]([CH3:30])=[O:31].[OH2:32]>>[NH2:1][c:2]1[n:3][c:4](-[c:19]2[cH:20][cH:21][cH:22][cH:23][cH:24]2)[c:5](-[c:9]2[cH:10][cH:11][c:12](=[O:18])[n:13]([CH:15]([CH3:16])[CH3:17])[n:14]2)[n:6][c:7]1[NH:25][CH2:26][CH2:27][NH:28][C:29]([CH3:30])=[O:31].